This data is from the Open Reaction Database (ORD), a public repository of structured organic reaction records. The task is: describe an organic reaction: reactants, conditions, products, and yield The reactants are C(C)C1=CC=CC=C1 (ethylbenzene), C(C)C1=CC=CC=C1 (ethylbenzene), C(C)C1=CC=C(C=C1)C (p-ethyltoluene). Reagents/catalysts: B([O-])([O-])[O-].[Al+3].[Cu+2] (copper aluminum borate). Product: C(C)C1=CC=CC=C1 (ethylbenzene), C=CC1=CC=CC=C1 (styrene). As a reaction SMILES: [CH2:1]([C:3]1[CH:8]=[CH:7][CH:6]=[CH:5][CH:4]=1)[CH3:2].[CH2:9]([C:11]1[CH:16]=[CH:15][C:14](C)=[CH:13][CH:12]=1)[CH3:10]>B([O-])([O-])[O-].[Al+3].[Cu+2]>[CH2:1]([C:3]1[CH:8]=[CH:7][CH:6]=[CH:5][CH:4]=1)[CH3:2].[CH2:10]=[CH:9][C:11]1[CH:16]=[CH:15][CH:14]=[CH:13][CH:12]=1 |f:2.3.4|. Procedure details: The doped copper aluminum borate catalyst prepared in the preceding paragraph was ground to 18 to 40 mesh and used in the dehydrogenation of ethylbenzene and p-ethyltoluene in the manner described in Example I. The ethylbenzene runs were carried out at a 0.9 liquid hour space velocity, 620° C. temperature, steam:ethylbenzene molar ratio of 20:1, yielding 42% conversion and 72% selectivity to styrene. The p-ethyltoluene conversion to p-methylstyrene was carried out using a 0.2 liquid hour space v... Reaction SMILES: [CH3:11][N:12]([c:13]1[cH:14][cH:15][c:16]([B:19]([OH:20])[OH:21])[cH:17][cH:18]1)[CH3:22].[Cl:1][c:2]1[cH:3][cH:4][cH:5][c:6]2[c:7]1[n:8][o:9][n:10]2>>[c:2]1(-[c:16]2[cH:15][cH:14][c:13]([N:12]([CH3:11])[CH3:22])[cH:18][cH:17]2)[cH:3][cH:4][cH:5][c:6]2[c:7]1[n:8][o:9][n:10]2. Starting materials: CN(C)c1ccc(B(O)O)cc1, Clc1cccc2nonc12. The product is CN(C)c1ccc(-c2cccc3nonc23)cc1.